From a dataset of the Open Reaction Database (ORD), a public repository of structured organic reaction records. describe an organic reaction: reactants, conditions, products, and yield The product is ClC=1C=CC(=C2N3C(=NC21)C(OCCC3)C3=C(C=C(C=C3)Cl)Cl)C(=O)OC (Methyl 10-chloro-1-(2,4-dichlorophenyl)-4,5-dihydro-1H,3H-[1,4]oxazepino[4,3-a]benzimidazole-7-carboxylate). Procedure details: A solution of methyl 4-chloro-2-[(2,4-dichlorophenyl)(hydroxy)methyl]-1-(3-hydroxypropyl)-1H-benzimidazole-7-carboxylate (Reference example 215, 703 mg, 1.58 mmol) and cyanomethylenetributylphosphorane (763 mg, 3.16 mmol) in toluene (32 mL) was stirred for 12 h at 110° C. The reaction mixture was concentrated in vacuo and purified by column chromatography on NH silica gel eluting with a 0-20% ethyl acetate/n-hexane gradient mixture to afford the desired product as pale yellow oil (212 mg, 0.499 ... Run in C1(=CC=CC=C1)C (toluene). Isolated yield 31.6%. Reaction SMILES: [Cl:1][C:2]1[C:10]2[N:9]=[C:8]([CH:11]([C:13]3[CH:18]=[CH:17][C:16]([Cl:19])=[CH:15][C:14]=3[Cl:20])[OH:12])[N:7]([CH2:21][CH2:22][CH2:23]O)[C:6]=2[C:5]([C:25]([O:27][CH3:28])=[O:26])=[CH:4][CH:3]=1.C(C=P(CCCC)(CCCC)CCCC)#N>C1(C)C=CC=CC=1>[Cl:1][C:2]1[CH:3]=[CH:4][C:5]([C:25]([O:27][CH3:28])=[O:26])=[C:6]2[C:10]=1[N:9]=[C:8]1[CH:11]([C:13]3[CH:18]=[CH:17][C:16]([Cl:19])=[CH:15][C:14]=3[Cl:20])[O:12][CH2:23][CH2:22][CH2:21][N:7]21. Starting materials: ClC1=CC=C(C=2N(C(=NC21)C(O)C2=C(C=C(C=C2)Cl)Cl)CCCO)C(=O)OC (methyl 4-chloro-2-[(2,4-dichlorophenyl)(hydroxy)methyl]-1-(3-hydroxypropyl)-1H-benzimidazole-7-carboxylate), C(#N)C=P(CCCC)(CCCC)CCCC (cyanomethylenetributylphosphorane).